This data is from the Open Reaction Database (ORD), a public repository of structured organic reaction records. The task is: describe an organic reaction: reactants, conditions, products, and yield The reactants are FC=1C=CC(=NC1)C1=C(N(N=N1)C[Si](C)(C)C)CO ([5-(5-fluoro-pyridin-2-yl)-3-trimethylsilanylmethyl-3H-[1,2,3]triazol-4-yl]-methanol), N1=C(C=CC=C1)C1=C(N(N=N1)C[Si](C)(C)C)CO ((5-pyridin-2-yl-3-trimethylsilanylmethyl-3H-[1,2,3]triazol-4-yl)-methanol). Yields the product FC=1C=CC(=NC1)C1=C(N(N=N1)C)CO ([5-(5-Fluoro-pyridin-2-yl)-3-methyl-3H-[1,2,3]triazol-4-yl]-methanol). The yield is 82.3%. As a reaction SMILES: [F:1][C:2]1[CH:3]=[CH:4][C:5]([C:8]2[N:12]=[N:11][N:10]([CH2:13][Si](C)(C)C)[C:9]=2[CH2:18][OH:19])=[N:6][CH:7]=1.N1C=CC=CC=1C1N=NN(C[Si](C)(C)C)C=1CO>>[F:1][C:2]1[CH:3]=[CH:4][C:5]([C:8]2[N:12]=[N:11][N:10]([CH3:13])[C:9]=2[CH2:18][OH:19])=[N:6][CH:7]=1. Reported procedure: As described for example 25e, [5-(5-fluoro-pyridin-2-yl)-3-trimethylsilanylmethyl-3H-[1,2,3]triazol-4-yl]-methanol (421 mg, 1.5 mmol), instead of (5-pyridin-2-yl-3-trimethylsilanylmethyl-3H-[1,2,3]triazol-4-yl)-methanol, was converted to the title compound (257 mg, 82%) which was obtained as a white solid. MS: m/e=209.1 [M+H]+. Reaction SMILES: [CH2:1]([C:3]1[NH:7][N:6]=[C:5]([NH2:8])[CH:4]=1)C.Br[C:10]1[C:11](=[O:18])[N:12]([CH3:17])[N:13]=[C:14]([Cl:16])[CH:15]=1.C(=O)([O-])[O-].[Cs+].[Cs+].CC1(C)C2C(=C(P(C3C=CC=CC=3)C3C=CC=CC=3)C=CC=2)OC2C(P(C3C=CC=CC=3)C3C=CC=CC=3)=CC=CC1=2>C1C=CC(/C=C/C(/C=C/C2C=CC=CC=2)=O)=CC=1.C1C=CC(/C=C/C(/C=C/C2C=CC=CC=2)=O)=CC=1.C1C=CC(/C=C/C(/C=C/C2C=CC=CC=2)=O)=CC=1.[Pd].[Pd].O1CCOCC1>[Cl:16][C:14]1[CH:15]=[C:10]([NH:8][C:5]2[CH:4]=[C:3]([CH3:1])[NH:7][N:6]=2)[C:11](=[O:18])[N:12]([CH3:17])[N:13]=1 |f:2.3.4,6.7.8.9.10|. Starting materials: C(C)C1=CC(=NN1)N (5-ethyl-1H-pyrazol-3-amine), BrC=1C(N(N=C(C1)Cl)C)=O (4-bromo-6-chloro-2-methylpyridazin-3(2H)-one), C([O-])([O-])=O.[Cs+].[Cs+] (cesium carbonate), CC1(C2=C(C(=CC=C2)P(C3=CC=CC=C3)C4=CC=CC=C4)OC5=C(C=CC=C51)P(C6=CC=CC=C6)C7=CC=CC=C7)C (xantphos). Product: ClC=1C=C(C(N(N1)C)=O)NC1=NNC(=C1)C (6-Chloro-2-methyl-4-(5-methyl-1H-pyrazol-3-ylamino)pyridazin-3(2H)-one). Procedure details: A 100-mL single-neck round-bottomed flask equipped with a magnetic stirrer and a reflux condenser was charged with 1,4-dioxane (20 mL), 5-ethyl-1H-pyrazol-3-amine (971 mg, 10.0 mmol), 4-bromo-6-chloro-2-methylpyridazin-3(2H)-one (2.46 g, 11.0 mmol), and cesium carbonate (6.52 g, 20.0 mmol). After bubbling nitrogen through the suspension for 10 minutes, xantphos (1.74 g, 3.0 mmol) and tris(dibenzylideneacetone)dipalladium(0) (1.37 g, 1.5 mmol) were added. The system was subjected to three cycles ... Solvent: O1CCOCC1 (1,4-dioxane). Reagents/catalysts: C=1C=CC(=CC1)/C=C/C(=O)/C=C/C2=CC=CC=C2.C=1C=CC(=CC1)/C=C/C(=O)/C=C/C2=CC=CC=C2.C=1C=CC(=CC1)/C=C/C(=O)/C=C/C2=CC=CC=C2.[Pd].[Pd] (tris(dibenzylideneacetone)dipalladium(0)). Yield: 75.1%.